Dataset: the Open Reaction Database (ORD), a public repository of structured organic reaction records. Task: describe an organic reaction: reactants, conditions, products, and yield The reactants are CC(C)(C)OC(=O)NCCCBr, CCn1c(=O)c(CC(=O)OC)cc2ccc(O)cc21. Product: CCn1c(=O)c(CC(=O)OC)cc2ccc(OCCCNC(=O)OC(C)(C)C)cc21. Reaction SMILES: [C:20]([CH3:21])([CH3:22])([CH3:23])[O:24][C:25]([NH:26][CH2:27][CH2:28][CH2:29][Br:30])=[O:31].[CH3:1][O:2][C:3]([CH2:4][c:5]1[c:6](=[O:18])[n:7]([CH2:16][CH3:17])[c:8]2[cH:9][c:10]([OH:15])[cH:11][cH:12][c:13]2[cH:14]1)=[O:19]>>[CH3:1][O:2][C:3]([CH2:4][c:5]1[c:6](=[O:18])[n:7]([CH2:16][CH3:17])[c:8]2[cH:9][c:10]([O:15][CH2:29][CH2:28][CH2:27][NH:26][C:25]([O:24][C:20]([CH3:21])([CH3:22])[CH3:23])=[O:31])[cH:11][cH:12][c:13]2[cH:14]1)=[O:19]. Reactants: CN(C)C=O, Cc1ccccc1, COc1ccc(C(C#N)(CCCCCN2Cc3cc(OC)c(OCCCl)cc3C2)Sc2ccc(C)cc2)cc1OC, [H-], [I-], [Na+], [Na+], O, c1c[nH]cn1. Product: COc1ccc(C(C#N)(CCCCCN2Cc3cc(OC)c(OCCn4ccnc4)cc3C2)Sc2ccc(C)cc2)cc1OC. Reaction SMILES: [CH3:51][N:52]([CH3:53])[CH:54]=[O:55].[CH3:56][c:57]1[cH:58][cH:59][cH:60][cH:61][cH:62]1.[Cl:8][CH2:9][CH2:10][O:11][c:12]1[cH:13][c:14]2[c:18]([cH:19][c:20]1[O:21][CH3:22])[CH2:17][N:16]([CH2:23][CH2:24][CH2:25][CH2:26][CH2:27][C:28]([C:29]#[N:30])([S:31][c:32]1[cH:33][cH:34][c:35]([CH3:38])[cH:36][cH:37]1)[c:39]1[cH:40][c:41]([O:47][CH3:48])[c:42]([O:45][CH3:46])[cH:43][cH:44]1)[CH2:15]2.[H-:6].[I-:50].[Na+:49].[Na+:7].[OH2:63].[nH:1]1[cH:2][n:3][cH:4][cH:5]1>>[n:1]1([CH2:9][CH2:10][O:11][c:12]2[cH:13][c:14]3[c:18]([cH:19][c:20]2[O:21][CH3:22])[CH2:17][N:16]([CH2:23][CH2:24][CH2:25][CH2:26][CH2:27][C:28]([C:29]#[N:30])([S:31][c:32]2[cH:33][cH:34][c:35]([CH3:38])[cH:36][cH:37]2)[c:39]2[cH:40][c:41]([O:47][CH3:48])[c:42]([O:45][CH3:46])[cH:43][cH:44]2)[CH2:15]3)[cH:2][n:3][cH:4][cH:5]1. The reactants are CCCCC(Cc1ccc(OCCNC(=O)c2ccc(-c3ccc(O)cc3)cc2)cc1)C(=O)OCC, [Na+], [OH-]. The product is CCCCC(Cc1ccc(OCCNC(=O)c2ccc(-c3ccc(O)cc3)cc2)cc1)C(=O)O. As a reaction SMILES: [CH2:1]([CH2:2][CH2:3][CH3:4])[CH:5]([C:6](=[O:7])[O:8][CH2:9][CH3:10])[CH2:11][c:12]1[cH:13][cH:14][c:15]([O:18][CH2:19][CH2:20][NH:21][C:22](=[O:23])[c:24]2[cH:25][cH:26][c:27](-[c:30]3[cH:31][cH:32][c:33]([OH:36])[cH:34][cH:35]3)[cH:28][cH:29]2)[cH:16][cH:17]1.[Na+:38].[OH-:37]>>[CH2:1]([CH2:2][CH2:3][CH3:4])[CH:5]([C:6](=[O:7])[OH:8])[CH2:11][c:12]1[cH:13][cH:14][c:15]([O:18][CH2:19][CH2:20][NH:21][C:22](=[O:23])[c:24]2[cH:25][cH:26][c:27](-[c:30]3[cH:31][cH:32][c:33]([OH:36])[cH:34][cH:35]3)[cH:28][cH:29]2)[cH:16][cH:17]1. Starting materials: Cl (HCl), N(=O)[O-].[Na+] (sodium nitrite), ClC1=C(C(=CC=C1)Cl)C(CC(C(=O)OCC)=O)=O (ethyl 4-(2,6-dichlorophenyl)-2,4-dioxobutanoate). Solvent: CCO (EtOH). Product: ClC1=C(C(=CC=C1)Cl)C(C(C(C(=O)OCC)=O)NO)=O (Ethyl 4-(2,6-dichlorophenyl)-3-(hydroxyamino)-2,4-dioxobutanoate). RXN SMILES: Cl.[N:2]([O-:4])=O.[Na+].[Cl:6][C:7]1[CH:12]=[CH:11][CH:10]=[C:9]([Cl:13])[C:8]=1[C:14](=[O:23])[CH2:15][C:16](=[O:22])[C:17]([O:19][CH2:20][CH3:21])=[O:18]>CCO>[Cl:6][C:7]1[CH:12]=[CH:11][CH:10]=[C:9]([Cl:13])[C:8]=1[C:14](=[O:23])[CH:15]([NH:2][OH:4])[C:16](=[O:22])[C:17]([O:19][CH2:20][CH3:21])=[O:18] |f:1.2|. Procedure: Slowly bubble N2O3 gas (generated by the dropwise addition of concentrated HCl into an aqueous solution of sodium nitrite) into a stirred solution of ethyl 4-(2,6-dichlorophenyl)-2,4-dioxobutanoate (14.4 g, 50 mmol) in EtOH (300 mL) until the reaction is complete (as determined by TLC). Remove the EtOH by evaporation under reduced pressure and partition the residue between EtOAc and water. Dry the organic extract over MgSO4 and evaporate in vacuo to obtain the title compound which is used in the... Starting materials: C(C)(C)(C)OC(N(CC=1C=NC(=CC1)C(F)(F)F)C1=NC=C(C=C1)C(O)C1=CN(C=2N=CN=C(C21)C2CCCC2)S(=O)(=O)C2=CC=CC=C2)=O ({5-[(7-benzenesulfonyl-4-cyclopentyl-7H-pyrrolo[2,3-d]pyrimidin-5-yl)-hydroxy-methyl]-pyridin-2-yl}-(6-trifluoromethyl-pyridin-3-ylmethyl)-carbamic acid tert-butyl ester), FC(C(=O)O)(F)F (trifluoroacetic acid), C(C)[SiH](CC)CC (triethylsilane), C(C)#N (acetonitrile). Run in O (water). Product: C1(=CC=CC=C1)S(=O)(=O)N1C=C(C2=C1N=CN=C2C2CCCC2)CC=2C=CC(=NC2)NCC=2C=NC(=CC2)C(F)(F)F ([5-(7-benzenesulfonyl-4-cyclopentyl-7H-pyrrolo[2,3-d]pyrimidin-5-ylmethyl)-pyridin-2-yl]-(6-trifluoromethyl-pyridin-3-ylmethyl)-amine). RXN SMILES: C(OC(=O)[N:7]([C:19]1[CH:24]=[CH:23][C:22]([CH:25]([C:27]2[C:35]3[C:34]([CH:36]4[CH2:40][CH2:39][CH2:38][CH2:37]4)=[N:33][CH:32]=[N:31][C:30]=3[N:29]([S:41]([C:44]3[CH:49]=[CH:48][CH:47]=[CH:46][CH:45]=3)(=[O:43])=[O:42])[CH:28]=2)O)=[CH:21][N:20]=1)[CH2:8][C:9]1[CH:10]=[N:11][C:12]([C:15]([F:18])([F:17])[F:16])=[CH:13][CH:14]=1)(C)(C)C.FC(F)(F)C(O)=O.C([SiH](CC)CC)C.C(#N)C>O>[C:44]1([S:41]([N:29]2[C:30]3[N:31]=[CH:32][N:33]=[C:34]([CH:36]4[CH2:40][CH2:39][CH2:38][CH2:37]4)[C:35]=3[C:27]([CH2:25][C:22]3[CH:23]=[CH:24][C:19]([NH:7][CH2:8][C:9]4[CH:10]=[N:11][C:12]([C:15]([F:16])([F:17])[F:18])=[CH:13][CH:14]=4)=[N:20][CH:21]=3)=[CH:28]2)(=[O:42])=[O:43])[CH:49]=[CH:48][CH:47]=[CH:46][CH:45]=1. Reported procedure: {5-[(7-Benzenesulfonyl-4-cyclopentyl-7H-pyrrolo[2,3-d]pyrimidin-5-yl)-hydroxy-methyl]-pyridin-2-yl}-(6-trifluoromethyl-pyridin-3-ylmethyl)-carbamic acid tert-butyl ester (52, 0.014 g, 0.020 mmol), trifluoroacetic acid (0.028 mL, 0.37 mmol), triethylsilane (0.071 mL, 0.45 mmol), and 0.21 mL of acetonitrile were combined in a round bottom flask. The reaction mixture was heated at reflux for 3 hours, then poured into water and extracted with ethyl acetate. The organic layer was washed with brine, d... The reactants are Br.ClC1=C(C(=CC=2C(CNCCC21)C2=CC=C(C=C2)O)O)O (6-Chloro-7,8-dihydroxyl-1-p-hydroxyphenyl-2,3,4,5-tetrahydro-1H-3-benzazepine hydrobromide), C(C)(=O)Br (acetyl bromide). The solvent is FC(C(=O)O)(F)F (trifluoroacetic acid). Run at time 2 hour. The product is Br.ClC1=C(C(=CC=2C(CNCCC21)C2=CC=C(C=C2)OC(C)=O)OC(C)=O)OC(C)=O (6-chloro-7,8-diacetoxy-1-(p-acetoxyphenyl)-2,3,4,5-tetrahydro-1H-3-benzazepine hydrobromide). RXN SMILES: Br.[Cl:2][C:3]1[C:13]2[CH2:12][CH2:11][NH:10][CH2:9][CH:8]([C:14]3[CH:19]=[CH:18][C:17]([OH:20])=[CH:16][CH:15]=3)[C:7]=2[CH:6]=[C:5]([OH:21])[C:4]=1[OH:22].[C:23]([Br:26])(=[O:25])[CH3:24]>FC(F)(F)C(O)=O>[BrH:26].[Cl:2][C:3]1[C:13]2[CH2:12][CH2:11][NH:10][CH2:9][CH:8]([C:14]3[CH:15]=[CH:16][C:17]([O:20][C:23](=[O:25])[CH3:24])=[CH:18][CH:19]=3)[C:7]=2[CH:6]=[C:5]([O:21][C:17](=[O:20])[CH3:16])[C:4]=1[O:22][C:5](=[O:21])[CH3:4] |f:0.1,4.5|. Procedure: 6-Chloro-7,8-dihydroxyl-1-p-hydroxyphenyl-2,3,4,5-tetrahydro-1H-3-benzazepine hydrobromide (Example 2, 1.0 g) was slurried in 200 ml of trifluoroacetic acid, then 1.29 ml of acetyl bromide was added. The mixture was heated at reflux for 2 hours then stirred for 2 hours. After evaporation to dryness the residue was taken up in benzene and concentrated to give a solid which was recrystallized from ethylacetatehexane to give 6-chloro-7,8-diacetoxy-1-(p-acetoxyphenyl)-2,3,4,5-tetrahydro-1H-3-benzaze...